This data is from the Open Reaction Database (ORD), a public repository of structured organic reaction records. The task is: describe an organic reaction: reactants, conditions, products, and yield Reactants: C(=C)C1=NOC(=N1)C (3-vinyl-5-methyl-1,2,4-oxadiazole), N1(C)C(=O)N(C)C=2N=CNC2C1=O (theophylline). Run in CN(C=O)C (dimethylformamide). Yields the product CC1=NC(=NO1)CCN1C=NC=2N(C(N(C)C(C12)=O)=O)C (7-[2-(5-methyl-1,2,4-oxadiazol-3-yl)-ethan-1-yl]-theophylline). Yield: 72.0%. RXN SMILES: [CH:1]([C:3]1[N:7]=[C:6]([CH3:8])[O:5][N:4]=1)=[CH2:2].[N:9]1([C:20](=[O:21])[C:19]2[NH:18][CH:17]=[N:16][C:15]=2[N:13]([CH3:14])[C:11]1=[O:12])[CH3:10]>CN(C)C=O>[CH3:8][C:6]1[O:5][N:4]=[C:3]([CH2:1][CH2:2][N:18]2[C:19]3[C:20](=[O:21])[N:9]([CH3:10])[C:11](=[O:12])[N:13]([CH3:14])[C:15]=3[N:16]=[CH:17]2)[N:7]=1. Procedure details: 2.2 g. of 3-vinyl-5-methyl-1,2,4-oxadiazole, 30 cm3 dimethylformamide and 0.2 cm3Triton-B catalyst are boiled with 3.6 g. of theophylline for 1 hour. The solvent is distilled off and the residue is crystallized from ethanol. 4.2 g. (72% yield) of 7-[2-(5-methyl-1,2,4-oxadiazol-3-yl)-ethan-1-yl]-theophylline are obtained. m.p.: 112°-114° C. The reactants are ClCCl, CS(=O)(=O)O, Cc1cc(F)cc(C)c1CBr, CN(C)C=O, CCN(C(C)C)C(C)C, [I-], [K+], Cc1nc2c(N)cc(C(N)=O)cn2c1C, O. The product is CS(=O)(=O)O, Cc1cc(F)cc(C)c1CNc1cc(C(N)=O)cn2c(C)c(C)nc12. As a reaction SMILES: [CH2:48]([Cl:49])[Cl:50].[CH3:1][S:2](=[O:3])(=[O:4])[OH:5].[CH3:21][c:22]1[c:23]([CH2:24][Br:25])[c:26]([CH3:31])[cH:27][c:28]([F:30])[cH:29]1.[CH3:43][N:44]([CH3:45])[CH:46]=[O:47].[CH:32]([N:33]([CH:34]([CH3:35])[CH3:36])[CH2:37][CH3:38])([CH3:39])[CH3:40].[I-:42].[K+:41].[NH2:6][c:7]1[c:8]2[n:9]([cH:10][c:11]([C:13](=[O:14])[NH2:15])[cH:12]1)[c:16]([CH3:20])[c:17]([CH3:19])[n:18]2.[OH2:51]>>[CH3:1][S:2](=[O:3])(=[O:4])[OH:5].[NH:6]([c:7]1[c:8]2[n:9]([cH:10][c:11]([C:13](=[O:14])[NH2:15])[cH:12]1)[c:16]([CH3:20])[c:17]([CH3:19])[n:18]2)[CH2:24][c:23]1[c:22]([CH3:21])[cH:29][c:28]([F:30])[cH:27][c:26]1[CH3:31]. The reactants are COC(=O)C=1C(=NC(=NC1C)C1=C(C=CC=C1CC)CC)OC (2-(2,6-diethyl-phenyl)-4-methoxy-6-methyl-pyrimidine-5-carboxylic acid methyl ester), C1CCOC1 (THF), C(CC)[Mg]Cl (n-propyl magnesium chloride). Run at time 2 hour. Product: C(C)C1=C(C(=CC=C1)CC)C1=NC(=C(C(=N1)OC)C(CCC)(CCC)O)C (4-[2-(2,6-diethylphenyl)-4-methoxy-6-methylpyrimidin-5-yl]heptan-4-ol), C(C)C1=C(C(=CC=C1)CC)C1=NC(=C(C(=N1)OC)C(CCC)O)C (1-[2-(2,6-diethylphenyl)-4-methoxy-6-methylpyrimidin-5-yl]butan-1-ol). RXN SMILES: C[O:2][C:3]([C:5]1[C:6]([O:22][CH3:23])=[N:7][C:8]([C:12]2[C:17]([CH2:18][CH3:19])=[CH:16][CH:15]=[CH:14][C:13]=2[CH2:20][CH3:21])=[N:9][C:10]=1[CH3:11])=O.[CH2:24]([Mg]Cl)[CH2:25][CH3:26].[CH2:29]1[CH2:33][O:32][CH2:31][CH2:30]1>>[CH2:20]([C:13]1[CH:14]=[CH:15][CH:16]=[C:17]([CH2:18][CH3:19])[C:12]=1[C:8]1[N:7]=[C:6]([O:22][CH3:23])[C:5]([C:3]([OH:2])([CH2:30][CH2:29][CH3:33])[CH2:24][CH2:25][CH3:26])=[C:10]([CH3:11])[N:9]=1)[CH3:21].[CH2:20]([C:13]1[CH:14]=[CH:15][CH:16]=[C:17]([CH2:18][CH3:19])[C:12]=1[C:8]1[N:7]=[C:6]([O:22][CH3:23])[C:5]([CH:31]([OH:32])[CH2:30][CH2:29][CH3:33])=[C:10]([CH3:11])[N:9]=1)[CH3:21]. Reported procedure: To a solution of 2-(2,6-diethyl-phenyl)-4-methoxy-6-methyl-pyrimidine-5-carboxylic acid methyl ester (3.3 g, 0.01 mol) at 0° C. in dry THF (50 mL) under nitrogen with magnetic stirring is added n-propyl magnesium chloride (26 mL, 2.0 M, 0.05 mol) in dropwise fashion. The reaction mixture is allowed to warm to room temperature and stirred for 2 h. The reaction mixture is quenched with a saturated aqueous NH4Cl solution (20 mL) and extracted with DCM (100 mL). The DCM layer is dried over sodium su... Reactants: C1(=CC=CC=C1)P(C1=CC=CC=C1)C1=CC=CC=C1 (triphenylphosphine), COC1=NC=C(C=N1)B(O)O (2-methoxy-5-pyrimidineboronic acid), BrC1=CC=C(C=C1)C=1OC(=C(N1)CCN1[C@@H](CCC1)C)C (2-(4-bromophenyl)-4-{2-[(2R)-2-methylpyrrolidin-1-yl]ethyl}-5-methyl-1,3-oxazole), BrC1=CC=C(C=C1)C=1OC(=C(N1)CCN1[C@@H](CCC1)C)C (2-(4-bromophenyl)-4-{2-[(2R)-2-methylpyrrolidin-1-yl]ethyl}-5-methyl-1,3-oxazole), C([O-])([O-])=O.[K+].[K+] (potassium carbonate). The reagents and catalysts are C(C)(=O)[O-].[Pd+2].C(C)(=O)[O-] (palladium (II) acetate). Solvent: C(C)#N (acetonitrile), O (water). The product is COC1=NC=C(C=N1)C1=CC=C(C=C1)C=1OC(=C(N1)CCN1[C@@H](CCC1)C)C (2-Methoxy-5-[4-(5-methyl-4-{2-[(2R)-2-methylpyrrolidin-1-yl]ethyl}-1,3-oxazol-2-yl)phenyl]pyrimidine). The yield is 1.7%. RXN SMILES: C1(P(C2C=CC=CC=2)C2C=CC=CC=2)C=CC=CC=1.[CH3:20][O:21][C:22]1[N:27]=[CH:26][C:25](B(O)O)=[CH:24][N:23]=1.Br[C:32]1[CH:37]=[CH:36][C:35]([C:38]2[O:39][C:40]([CH3:51])=[C:41]([CH2:43][CH2:44][N:45]3[CH2:49][CH2:48][CH2:47][C@H:46]3[CH3:50])[N:42]=2)=[CH:34][CH:33]=1.C(=O)([O-])[O-].[K+].[K+]>C([O-])(=O)C.[Pd+2].C([O-])(=O)C.O.C(#N)C>[CH3:20][O:21][C:22]1[N:27]=[CH:26][C:25]([C:32]2[CH:37]=[CH:36][C:35]([C:38]3[O:39][C:40]([CH3:51])=[C:41]([CH2:43][CH2:44][N:45]4[CH2:49][CH2:48][CH2:47][C@H:46]4[CH3:50])[N:42]=3)=[CH:34][CH:33]=2)=[CH:24][N:23]=1 |f:3.4.5,6.7.8|. Reported procedure: Prepare using the method of Example 103 with palladium (II) acetate (0.011 g, 0.05 mmol), anhydrous acetonitrile (8 mL), triphenylphosphine (0.051 g, 0.19 mmol), distilled water (2 mL), 2-methoxy-5-pyrimidineboronic acid (0.75 g, 4.87 mmol), 2-(4-bromophenyl)-4-{2-[(2R)-2-methylpyrrolidin-1-yl]ethyl}-5-methyl-1,3-oxazole (See Intermediate 73) (0.85 g, 2.43 mmol) and potassium carbonate (0.1.01 g, 7.30 mmol). Additionally recrystallise from acetonitrile/ethyl acetate to give the title compound as... The reactants are COC1=CC=C(CN(C2=NC=C(C=N2)C=2C3=C(N=C(N2)N2CCOCC2)NCC3)CC3=CC=C(C=C3)OC)C=C1 (bis-(4-methoxy-benzyl)-[5-(2-morpholin-4-yl-6,7-dihydro-5H-pyrrolo[2,3-d]pyrimidin-4-yl)-pyrimidin-2-yl]-amine), CC1=C(C=C(C=C1)N1CCOCC1)N (2-methyl-5-morpholin-4-yl-phenylamine), crude product, C(C)N1CCN(CC1)C=1C=CC(=C(C1)N)C (5-(4-ethyl-piperazin-1-yl)-2-methyl-phenylamine), C(C)N1CCNCC1 (1-ethyl-piperazine), C(C)N1CCN(CC1)C=1C=CC(=C(C1)NC(=O)N1CCC2=C1N=C(N=C2C=2C=NC(=NC2)N(CC2=CC=C(C=C2)OC)CC2=CC=C(C=C2)OC)N2CCOCC2)C (4-{2-[bis-(4-methoxy-benzyl)-amino]-pyrimidin-5-yl}-2-morpholin-4-yl-5,6-dihydro-pyrrolo[2,3-d]pyrimidine-7-carboxylic acid [5-(4-ethyl-piperazin-1-yl)-2-methyl-phenyl]-amide). Yields the product C(C)N1CCN(CC1)C=1C=CC(=C(C1)NC(=O)N1CCC2=C1N=C(N=C2C=2C=NC(=NC2)N)N2CCOCC2)C (4-(2-Amino-pyrimidin-5-yl)-2-morpholin-4-yl-5,6-dihydro-pyrrolo[2,3-d]pyrimidine-7-carboxylic acid [5-(4-ethyl-piperazin-1-yl)-2-methyl-phenyl]-amide), solid. Isolated yield 41.0%. Reaction SMILES: C(N1CCN(C2C=CC(C)=C(N)C=2)CC1)C.C(N1CCNCC1)C.CC1C=CC(N2CCOCC2)=CC=1N.COC1C=CC(CN(CC2C=CC(OC)=CC=2)C2N=CC(C3C4CCNC=4N=C(N4CCOCC4)N=3)=CN=2)=CC=1.[CH2:79]([N:81]1[CH2:86][CH2:85][N:84]([C:87]2[CH:88]=[CH:89][C:90]([CH3:136])=[C:91]([NH:93][C:94]([N:96]3[C:100]4[N:101]=[C:102]([N:130]5[CH2:135][CH2:134][O:133][CH2:132][CH2:131]5)[N:103]=[C:104]([C:105]5[CH:106]=[N:107][C:108]([N:111](CC6C=CC(OC)=CC=6)CC6C=CC(OC)=CC=6)=[N:109][CH:110]=5)[C:99]=4[CH2:98][CH2:97]3)=[O:95])[CH:92]=2)[CH2:83][CH2:82]1)[CH3:80]>>[CH2:79]([N:81]1[CH2:86][CH2:85][N:84]([C:87]2[CH:88]=[CH:89][C:90]([CH3:136])=[C:91]([NH:93][C:94]([N:96]3[C:100]4[N:101]=[C:102]([N:130]5[CH2:131][CH2:132][O:133][CH2:134][CH2:135]5)[N:103]=[C:104]([C:105]5[CH:110]=[N:109][C:108]([NH2:111])=[N:107][CH:106]=5)[C:99]=4[CH2:98][CH2:97]3)=[O:95])[CH:92]=2)[CH2:83][CH2:82]1)[CH3:80]. Procedure details: Using 5-(4-ethyl-piperazin-1-yl)-2-methyl-phenylamine (73 mg) obtained using 1-ethyl-piperazine instead of morpholine in the same manner as Step A and Step B in Example 1-D-237, instead of 2-methyl-5-morpholin-4-yl-phenylamine, from bis-(4-methoxy-benzyl)-[5-(2-morpholin-4-yl-6,7-dihydro-5H-pyrrolo[2,3-d]pyrimidin-4-yl)-pyrimidin-2-yl]-amine (200 mg), in the same manner as Step C in Example 1-D-237, 4-{2-[bis-(4-methoxy-benzyl)-amino]-pyrimidin-5-yl}-2-morpholin-4-yl-5,6-dihydro-pyrrolo[2,3-d]py... The reactants are C=CCCCCCCCC, [Cu+2], CCOC(=O)C=[N+]=[N-], O=S(=O)([O-])[O-]. The product is CCCCCCCCC1CC1C(=O)OCC. RXN SMILES: [CH2:9]=[CH:10][CH2:11][CH2:12][CH2:13][CH2:14][CH2:15][CH2:16][CH2:17][CH3:18].[Cu+2:24].[N+:1](=[N-:2])=[CH:3][C:4](=[O:5])[O:6][CH2:7][CH3:8].[S:19]([O-:20])([O-:21])(=[O:22])=[O:23]>>[CH:3]1([C:4](=[O:5])[O:6][CH2:7][CH3:8])[CH2:9][CH:10]1[CH2:11][CH2:12][CH2:13][CH2:14][CH2:15][CH2:16][CH2:17][CH3:18]. Starting materials: C(=O)([O-])[O-].[Cs+].[Cs+] (Cs2CO3), BrCC#N (bromoacetonitrile), C12C3=CC(=CC=C3C(CNC1)CC2)N (10-Aza-tricyclo[6.3.2.0*2,7*]trideca-2,4,6-trien-4-ylamine). Run in CC(=O)C (acetone). Conditions: time 2 hour. Yields the product NC=1C=C2C3CN(CC(C2=CC1)CC3)CC#N ((4-amino-10-aza-tricyclo[6.3.2.0*2,7*]trideca-2,4,6-trien-10-yl)-acetonitrile). Isolated yield 53.1%. Reaction SMILES: [CH:1]12[CH2:13][CH2:12][CH:8]([CH2:9][NH:10][CH2:11]1)[C:7]1[C:2]2=[CH:3][C:4]([NH2:14])=[CH:5][CH:6]=1.C([O-])([O-])=O.[Cs+].[Cs+].Br[CH2:22][C:23]#[N:24]>CC(C)=O>[NH2:14][C:4]1[CH:3]=[C:2]2[C:7](=[CH:6][CH:5]=1)[CH:8]1[CH2:12][CH2:13][CH:1]2[CH2:11][N:10]([CH2:22][C:23]#[N:24])[CH2:9]1 |f:1.2.3|. Procedure: 10-Aza-tricyclo[6.3.2.0*2,7*]trideca-2,4,6-trien-4-ylamine (193 mg, 1.02 mmol) was dissolved in acetone (20 mL) and Cs2CO3 (994 mg, 3.06 mmol, 3.0 eq) and bromoacetonitrile (134 mg, 1.13 mmol, 91 μL, 1.1 eq) were added. The reaction was stirred at room temperature for 2 hours and was then concentrated under reduced pressure. The residue was taken up in CH2Cl2 (10 mL) and washed with water (10 mL). The organic layer was dried (sodium sulfate), filtered, and concentrated under reduced pressure. Pu... Reactants: CO, CN(C(=O)NCc1cccc(F)c1Cl)C(CCC(=O)N1CCN(C(=O)OC(C)(C)C)CC1)COC(=O)Nc1cc2cc(F)ccc2cn1, Cl. Yields the product CN(C(=O)NCc1cccc(F)c1Cl)C(CCC(=O)N1CCNCC1)COC(=O)Nc1cc2cc(F)ccc2cn1. RXN SMILES: [CH3:50][OH:51].[Cl:1][c:2]1[c:3]([CH2:4][NH:5][C:6]([N:7]([CH3:8])[CH:9]([CH2:10][CH2:11][C:12](=[O:13])[N:14]2[CH2:15][CH2:16][N:17]([C:20]([O:21][C:22]([CH3:23])([CH3:24])[CH3:25])=[O:26])[CH2:18][CH2:19]2)[CH2:27][O:28][C:29]([NH:30][c:31]2[n:32][cH:33][c:34]3[cH:35][cH:36][c:37]([F:41])[cH:38][c:39]3[cH:40]2)=[O:42])=[O:43])[cH:44][cH:45][cH:46][c:47]1[F:48].[ClH:49]>>[Cl:1][c:2]1[c:3]([CH2:4][NH:5][C:6]([N:7]([CH3:8])[CH:9]([CH2:10][CH2:11][C:12](=[O:13])[N:14]2[CH2:15][CH2:16][NH:17][CH2:18][CH2:19]2)[CH2:27][O:28][C:29]([NH:30][c:31]2[n:32][cH:33][c:34]3[cH:35][cH:36][c:37]([F:41])[cH:38][c:39]3[cH:40]2)=[O:42])=[O:43])[cH:44][cH:45][cH:46][c:47]1[F:48].